This data is from the Open Reaction Database (ORD), a public repository of structured organic reaction records. The task is: describe an organic reaction: reactants, conditions, products, and yield Reactants: C(C1=CC=C(C(=O)[O-])C=C1)(=O)OC (mono-methyl terephthalate), C(C(=O)Cl)(=O)Cl (oxalyl chloride). Reagents/catalysts: CN(C)C=O (DMF). Run in C1(=CC=CC=C1)C (toluene). Run at temperature 45 celsius, time 16 hour. The product is [Cl-].C(C1=CC=C(C(=O)[O-])C=C1)(=O)OC (Methyl Terephthalate Chloride). Yield: 82.0%. As a reaction SMILES: [C:1]([O:12][CH3:13])(=[O:11])[C:2]1[CH:10]=[CH:9][C:5]([C:6]([O-:8])=[O:7])=[CH:4][CH:3]=1.C(Cl)(=O)C([Cl:17])=O>CN(C=O)C.C1(C)C=CC=CC=1>[Cl-:17].[C:1]([O:12][CH3:13])(=[O:11])[C:2]1[CH:10]=[CH:9][C:5]([C:6]([O-:8])=[O:7])=[CH:4][CH:3]=1 |f:4.5|. Procedure details: To a stirred solution of mono-methyl terephthalate (1 equivalent), toluene (30 ml/gm of ester) and 3 drops of DMF was added dropwise oxalyl chloride (2.0 equivalents). The reaction mixture was stirred at 45° C. for 16 hours. The solution was concentrated under reduced pressure to give the desired product as a pale yellow solid. The product was used without further purification; yield 82.0%; m.p. 50°-52° C. IR (thin film); 2970, 1775, 1720, 1430, 1400, 1280, 1105, 880 cm-1.